Dataset: the Open Reaction Database (ORD), a public repository of structured organic reaction records. Task: describe an organic reaction: reactants, conditions, products, and yield The reactants are CC(C)OC(=NC#N)c1cccnc1, NCC(OCc1ccccc1)c1ccccc1, CO. Yields the product N#CNC(=NCC(OCc1ccccc1)c1ccccc1)c1cccnc1. RXN SMILES: [C:1](#[N:2])[N:3]=[C:4]([O:5][CH:6]([CH3:7])[CH3:8])[c:9]1[cH:10][n:11][cH:12][cH:13][cH:14]1.[CH2:15]([c:16]1[cH:17][cH:18][cH:19][cH:20][cH:21]1)[O:22][CH:23]([CH2:24][NH2:25])[c:26]1[cH:27][cH:28][cH:29][cH:30][cH:31]1.[CH3:32][OH:33]>>[C:1](#[N:2])[NH:3][C:4]([c:9]1[cH:10][n:11][cH:12][cH:13][cH:14]1)=[N:25][CH2:24][CH:23]([O:22][CH2:15][c:16]1[cH:17][cH:18][cH:19][cH:20][cH:21]1)[c:26]1[cH:27][cH:28][cH:29][cH:30][cH:31]1. Starting materials: NC=1SC(=CN1)Br (2-Amino-5-bromothiazole), COCCBr (2-bromoethyl methyl ether). Yields the product Br.BrC1=CN(C(S1)=N)CCOC (5-bromo-3-(2-methoxyethyl)thiazol-2(3H)-imine hydrobromide). As a reaction SMILES: [NH2:1][C:2]1[S:3][C:4]([Br:7])=[CH:5][N:6]=1.[CH3:8][O:9][CH2:10][CH2:11]Br>>[BrH:7].[Br:7][C:4]1[S:3][C:2](=[NH:1])[N:6]([CH2:11][CH2:10][O:9][CH3:8])[CH:5]=1 |f:2.3|. Reported procedure: 2-Amino-5-bromothiazole (Aldrich) and 2-bromoethyl methyl ether were processed as described in Example 2A to afford the title compound. MS (DCI/NH3) m/z 238 (M+H)+. Reactants: Cl.C[C@H]1N(CCC1)CCC1=CC=C(C=C1)B(O)O ((R)-4-(2-(2-methylpyrrolidin-1-yl)ethyl)phenylboronic acid hydrochloride), BrC1=CC=C(CC2=NN=NN2)C=C1 (5-(4-bromobenzyl)-1H-tetrazole), C(=O)([O-])[O-].[Na+].[Na+] (Na2CO3), dichlorobis(p-dimethylaminophenyldi-tert-butylphosphine)palladium. Run in O1CCOCC1 (1,4-dioxane), O (H2O). Reaction conditions: temperature 130 celsius. Yields the product C[C@H]1N(CCC1)CCC1=CC=C(C=C1)C1=CC=C(C=C1)CC1=NN=NN1 ((R)-5-((4′-(2-(2-Methylpyrrolidin-1-yl)ethyl)biphenyl-4-yl)methyl)-1H-tetrazole). Reaction SMILES: Cl.[CH3:2][C@@H:3]1[CH2:7][CH2:6][CH2:5][N:4]1[CH2:8][CH2:9][C:10]1[CH:15]=[CH:14][C:13](B(O)O)=[CH:12][CH:11]=1.Br[C:20]1[CH:31]=[CH:30][C:23]([CH2:24][C:25]2[NH:29][N:28]=[N:27][N:26]=2)=[CH:22][CH:21]=1.C([O-])([O-])=O.[Na+].[Na+]>O1CCOCC1.O>[CH3:2][C@@H:3]1[CH2:7][CH2:6][CH2:5][N:4]1[CH2:8][CH2:9][C:10]1[CH:15]=[CH:14][C:13]([C:20]2[CH:21]=[CH:22][C:23]([CH2:24][C:25]3[NH:29][N:28]=[N:27][N:26]=3)=[CH:30][CH:31]=2)=[CH:12][CH:11]=1 |f:0.1,3.4.5|. Procedure: A mixture of (R)-4-(2-(2-methylpyrrolidin-1-yl)ethyl)phenylboronic acid hydrochloride (50 mg, 0.185 mmol), 5-(4-bromobenzyl)-1H-tetrazole (53.2 mg, 0.223 mmol), Na2CO3 (79 mg, 0.742 mmol), and dichlorobis(p-dimethylaminophenyldi-tert-butylphosphine)palladium (1.313 mg, 1.855 μmol) in 1,4-dioxane (1 mL) and H2O (0.2 mL) was heated under microwave irradiation at 130° C. for 120 min. The mixture was concentrated. The residue was purified by HPLC to give the title compound. LCMS m/z=348.1 [M+H]+; 1H... Reactants: C(C)(=O)O (acetic acid), [OH-].[K+] (Potassium hydroxide), resultant solution, C1(=CC=CC=C1)C(CCN1CCN(CC1)C1=C(C=CC=C1)OC)OC1=CC=C(C(=O)C2=CN(C3=CC=CC=C23)CCCC(=O)OCC)C=C1 (Ethyl 4-{3-{4-{1-phenyl-3-[4-(2-methoxyphenyl) piperazin-1-yl]propoxy}benzoyl}indol-1-yl}butanoate). Run in C(C)O (ethanol). Conditions: time 3 hour. Yields the product C1(=CC=CC=C1)C(CCN1CCN(CC1)C1=C(C=CC=C1)OC)OC1=CC=C(C(=O)C2=CN(C3=CC=CC=C23)CCCC(=O)O)C=C1 (4-{3-{4-{1-phenyl-3-[4-(2-methoxyphenyl)piperazin-1-yl] propoxy}benzoyl}indol-1-yl}butanoic acid). Yield: 92.8%. RXN SMILES: [C:1]1([CH:7]([O:24][C:25]2[CH:49]=[CH:48][C:28]([C:29]([C:31]3[C:39]4[C:34](=[CH:35][CH:36]=[CH:37][CH:38]=4)[N:33]([CH2:40][CH2:41][CH2:42][C:43]([O:45]CC)=[O:44])[CH:32]=3)=[O:30])=[CH:27][CH:26]=2)[CH2:8][CH2:9][N:10]2[CH2:15][CH2:14][N:13]([C:16]3[CH:21]=[CH:20][CH:19]=[CH:18][C:17]=3[O:22][CH3:23])[CH2:12][CH2:11]2)[CH:6]=[CH:5][CH:4]=[CH:3][CH:2]=1.[OH-].[K+].C(O)(=O)C>C(O)C>[C:1]1([CH:7]([O:24][C:25]2[CH:49]=[CH:48][C:28]([C:29]([C:31]3[C:39]4[C:34](=[CH:35][CH:36]=[CH:37][CH:38]=4)[N:33]([CH2:40][CH2:41][CH2:42][C:43]([OH:45])=[O:44])[CH:32]=3)=[O:30])=[CH:27][CH:26]=2)[CH2:8][CH2:9][N:10]2[CH2:11][CH2:12][N:13]([C:16]3[CH:21]=[CH:20][CH:19]=[CH:18][C:17]=3[O:22][CH3:23])[CH2:14][CH2:15]2)[CH:6]=[CH:5][CH:4]=[CH:3][CH:2]=1 |f:1.2|. Reported procedure: Ethyl 4-{3-{4-{1-phenyl-3-[4-(2-methoxyphenyl) piperazin-1-yl]propoxy}benzoyl}indol-1-yl}butanoate (1.89 g) obtained in Step 3 was dissolved in ethanol (20 ml). Potassium hydroxide (0.80 g) was added to the resultant solution and stirred for 3 hours at room temperature. After adding acetic acid (2 ml) to the reaction mixture, the solvent was distilled off. Water was added thereto, followed by extraction with ethyl acetate. The resultant extract was washed with brine and dried. The solvent was di... The reactants are OCCCSC1=C(C=CC=C1)O (2-(3-hydroxy-propylsulfanyl)-phenol), C1(=CC=CC=C1)P(C1=CC=CC=C1)C1=CC=CC=C1 (triphenylphosphine), N(=NC(=O)OCC)C(=O)OCC (diethyl azodicarboxylate). The solvent is C1CCOC1 (THF). Conditions: temperature -40 celsius, time 2.5 hour. The product is C1=CC=CC2=C1SCCCO2 (7,8-Dihydro-6H-5-oxa-9-thia-benzocycloheptene). RXN SMILES: O[CH2:2][CH2:3][CH2:4][S:5][C:6]1[CH:11]=[CH:10][CH:9]=[CH:8][C:7]=1[OH:12].C1(P(C2C=CC=CC=2)C2C=CC=CC=2)C=CC=CC=1.N(C(OCC)=O)=NC(OCC)=O>C1COCC1>[CH:11]1[C:6]2[S:5][CH2:4][CH2:3][CH2:2][O:12][C:7]=2[CH:8]=[CH:9][CH:10]=1. Procedure details: To 2-(3-hydroxy-propylsulfanyl)-phenol (29.2 g, 158.5 mmol) in THF (450 mL) was added triphenylphosphine (52.0 g, 200.0 mmol). The solution was cooled to −40° C. and diethyl azodicarboxylate (31.5 mL, 164.0 mmol) was added slowly. The solution was warmed to rt and stirred for 2.5 h. The THF was removed by evaporation and the residue was treated with 1 L of Et2O. The formed solids were filtered off, and the filtrate concentrated to an oil which was purified over silica gel (10% Et2O/hexane) to a ... Starting materials: CC(C)C=1N=C(SC1)C=CC=1C=C(C=O)C=CC1 (3-(2-(4-(1-methylethyl)-2-thiazolyl)ethenyl)benzaldehyde), SCCC(=O)OC (methyl 3-mercaptopropanoate), CN(C(CCS)=O)C (N,N-dimethyl 3-mercaptopropanamide), B(F)(F)F.CCOCC (BF3.Et2O), CC(C)C=1N=C(SC1)C=CC=1C=C(C=CC1)C(SCCC(=O)OC)SCCC(=O)OC (dimethyl 3,3'(((3-(2-(4-(1-methylethyl)-2-thiazolyl)ethenyl)phenyl)methylene)-bis (thio))bispropanoate), CN(C(CCSC(C1=CC(=CC=C1)C=CC=1SC=C(N1)C(C)C)SCCC(=O)OC)=O)C (methyl 3-((1-((3-dimethylamino-3-oxopropyl)thio)-1-(3-(2-(4-(1-methyl-ethyl)-2-thiazolyl)ethenyl)phenyl)methyl)thio)-propanoate). The solvent is C(Cl)Cl (CH2Cl2). Run at time 1.5 hour. The product is CN(C(CCSC(SCCC(=O)N(C)C)C1=CC(=CC=C1)C=CC=1SC=C(N1)C(C)C)=O)C (N,N,N',N'-tetramethyl 3,3'-(((3-(2-(4-(1-methylethyl) -2-thiazolyl)ethenyl)phenyl)methylene)bis(thio))-bispropanamide). RXN SMILES: CC(C1N=C(C=CC2C=C(C=CC=2)C=O)SC=1)C.SCCC(OC)=O.[CH3:26][N:27]([CH3:33])[C:28](=[O:32])[CH2:29][CH2:30][SH:31].B(F)(F)F.CCOCC.CC(C1N=C(C=CC2C=C(C(SCCC(OC)=O)SCCC(OC)=O)C=CC=2)SC=1)C.[CH3:74][N:75]([CH3:105])[C:76](=[O:104])[CH2:77][CH2:78][S:79][CH:80](SCCC(OC)=O)[C:81]1[CH:86]=[CH:85][CH:84]=[C:83]([CH:87]=[CH:88][C:89]2[S:90][CH:91]=[C:92]([CH:94]([CH3:96])[CH3:95])[N:93]=2)[CH:82]=1>C(Cl)Cl>[CH3:26][N:27]([CH3:33])[C:28](=[O:32])[CH2:29][CH2:30][S:31][CH:80]([C:81]1[CH:86]=[CH:85][CH:84]=[C:83]([CH:87]=[CH:88][C:89]2[S:90][CH:91]=[C:92]([CH:94]([CH3:96])[CH3:95])[N:93]=2)[CH:82]=1)[S:79][CH2:78][CH2:77][C:76]([N:75]([CH3:74])[CH3:105])=[O:104] |f:3.4|. Procedure details: To a solution of the aldehyde of Step 1 (430 mg), methyl 3-mercaptopropanoate (190 μL, 1 equiv.) and N,N-dimethyl 3-mercaptopropanamide (223 mg, 1 equiv.) in CH2Cl2 (10 mL), BF3.Et2O (620 μL, 3 equiv.) is added slowly and the mixture is stirred 1.5 hours. The reaction is quenched with 25% aqueous NH4OAc at 0° C. The products are extracted with EtOAc and separated by flash chromatography on silica using a gradient of EtOAc:toluene (from 10:90 to 40:60) and acetone:toluene 1:1. Three products are ... Reactants: COc1ccc(Cn2nnnc2C(=O)[O-])cc1, Cc1ccccc1, O=C(Cl)C(=O)Cl, [K+], c1ccncc1. The product is COc1ccc(Cn2nnnc2C(=O)Cl)cc1. Reaction SMILES: [CH3:1][O:2][c:3]1[cH:4][cH:5][c:6]([CH2:7][n:8]2[n:9][n:10][n:11][c:12]2[C:13](=[O:14])[O-:15])[cH:16][cH:17]1.[CH3:31][c:32]1[cH:33][cH:34][cH:35][cH:36][cH:37]1.[Cl:25][C:26]([C:27]([Cl:28])=[O:29])=[O:30].[K+:18].[cH:19]1[cH:20][cH:21][n:22][cH:23][cH:24]1>>[CH3:1][O:2][c:3]1[cH:4][cH:5][c:6]([CH2:7][n:8]2[n:9][n:10][n:11][c:12]2[C:13](=[O:14])[Cl:25])[cH:16][cH:17]1. As a reaction SMILES: [C:1]([CH3:2])([CH3:3])([CH3:4])[O:5][C:6]([c:7]1[cH:8][cH:9][c:10]([CH2:13][n:14]2[c:15](=[O:32])[c:16]3[n:17][c:18]([C:24]#[C:25][CH2:26][n:27]4[n:28][cH:29][n:30][cH:31]4)[cH:19][n:20][c:21]3[cH:22][n:23]2)[cH:11][cH:12]1)=[O:33].[OH:34][C:35]([C:36]([F:37])([F:38])[F:39])=[O:40]>>[O:5]=[C:6]([c:7]1[cH:8][cH:9][c:10]([CH2:13][n:14]2[c:15](=[O:32])[c:16]3[n:17][c:18]([C:24]#[C:25][CH2:26][n:27]4[n:28][cH:29][n:30][cH:31]4)[cH:19][n:20][c:21]3[cH:22][n:23]2)[cH:11][cH:12]1)[OH:33]. The product is O=C(O)c1ccc(Cn2ncc3ncc(C#CCn4cncn4)nc3c2=O)cc1. Starting materials: CC(C)(C)OC(=O)c1ccc(Cn2ncc3ncc(C#CCn4cncn4)nc3c2=O)cc1, O=C(O)C(F)(F)F.